Dataset: the Open Reaction Database (ORD), a public repository of structured organic reaction records. Task: describe an organic reaction: reactants, conditions, products, and yield The reactants are CCOC(C)=O, [H-], [Na+], O=c1nc(-c2cccc(CS(=O)(=O)[O-])n2)sc2ccccc12, CN(C)C=O, O, Sc1ccccn1. Product: O=c1nc(-c2cccc(CSc3ccccn3)n2)sc2ccccc12. RXN SMILES: [CH3:32][CH2:33][O:34][C:35](=[O:36])[CH3:37].[H-:8].[Na+:9].[O:10]=[c:11]1[n:12][c:13](-[c:21]2[cH:22][cH:23][cH:24][c:25]([CH2:27][S:28]([O-:29])(=[O:30])=[O:31])[n:26]2)[s:14][c:15]2[c:16]1[cH:17][cH:18][cH:19][cH:20]2.[O:38]=[CH:39][N:40]([CH3:41])[CH3:42].[OH2:43].[SH:1][c:2]1[n:3][cH:4][cH:5][cH:6][cH:7]1>>[S:1]([c:2]1[n:3][cH:4][cH:5][cH:6][cH:7]1)[CH2:27][c:25]1[cH:24][cH:23][cH:22][c:21](-[c:13]2[n:12][c:11](=[O:10])[c:16]3[c:15]([s:14]2)[cH:20][cH:19][cH:18][cH:17]3)[n:26]1. The reactants are C(CC(=O)O)(=O)O.C(C)C(C(=O)N)(CC(CBr)=O)CC (diethyl (3-bromo-2-oxo-propyl)acetamide malonate), C(=S)N (thioformamide). Yields the product C(CC(=O)O)(=O)O.C(C)C(C(=O)N)(CC=1N=CSC1)CC (diethyl (4-thiazolylmethyl)acetamide malonate). Reaction SMILES: [C:1]([OH:7])(=[O:6])[CH2:2][C:3]([OH:5])=[O:4].[CH2:8]([C:10]([CH2:19][CH3:20])([CH2:14][C:15](=O)[CH2:16]Br)[C:11]([NH2:13])=[O:12])[CH3:9].[CH:21]([NH2:23])=[S:22]>>[C:1]([OH:7])(=[O:6])[CH2:2][C:3]([OH:5])=[O:4].[CH2:8]([C:10]([CH2:19][CH3:20])([CH2:14][C:15]1[N:23]=[CH:21][S:22][CH:16]=1)[C:11]([NH2:13])=[O:12])[CH3:9] |f:0.1,3.4|. Procedure details: a reaction of diethyl (3-bromo-2-oxo-propyl)acetamide malonate with thioformamide to give diethyl (4-thiazolylmethyl)acetamide malonate and